This data is from the Open Reaction Database (ORD), a public repository of structured organic reaction records. The task is: describe an organic reaction: reactants, conditions, products, and yield The reactants are CCOC(=O)CCC(=O)c1cc(C)ccc1OC, Cl, [Na+], [OH-]. Product: COc1ccc(C)cc1C(=O)CCC(=O)O. Reaction SMILES: [CH2:1]([CH3:2])[O:3][C:4]([CH2:5][CH2:6][C:7]([c:8]1[c:9]([O:15][CH3:16])[cH:10][cH:11][c:12]([CH3:14])[cH:13]1)=[O:17])=[O:18].[ClH:19].[Na+:21].[OH-:20]>>[O:3]=[C:4]([CH2:5][CH2:6][C:7]([c:8]1[c:9]([O:15][CH3:16])[cH:10][cH:11][c:12]([CH3:14])[cH:13]1)=[O:17])[OH:18]. Reactants: sodium sulfinate, ClC1=C(C=CC(=C1)S(=O)(=O)Cl)C (2-chloro-p-toluenesulfonyl chloride), [OH-].[Na+] (NaOH), S(=O)([O-])[O-].[Na+].[Na+] (sodium sulfite). Run in O (water). Reaction conditions: temperature 52.5 celsius. Yields the product CC1=C(C=C(C=C1)S(=O)O)Cl (4-Methyl-3-Chlorobenzenesulfinic Acid). As a reaction SMILES: S([O-])([O-])=O.[Na+].[Na+].[Cl:7][C:8]1[CH:13]=[C:12]([S:14](Cl)(=[O:16])=[O:15])[CH:11]=[CH:10][C:9]=1[CH3:18].[OH-].[Na+]>O>[CH3:18][C:9]1[CH:10]=[CH:11][C:12]([S:14]([OH:16])=[O:15])=[CH:13][C:8]=1[Cl:7] |f:0.1.2,4.5|. Procedure: 2350 ml of water and 420 g (3.3 mol) of sodium sulfite (=15.1% strength Na2SO3 solution) are introduced into a stirrer apparatus equipped with 2 dropping funnels and a pH electrode, and the mixture is heated to 50-55° C. In the course of about 2 h, 677 g (3 mol) of 2-chloro-p-toluenesulfonyl chloride are run in and simultaneously 690 g of NaOH (35% strength) are added dropwise so that a pH of 8-10 is maintained. The temperature is allowed to rise to 65° C. The reaction is completed when the pH r... Starting materials: CC1(C)COC(c2cc(Cl)ccc2Br)=N1, CC(C)(C)OC(=O)N1CCC(=O)CC1, [Li]CCCC, C1CCOC1. The product is CC1(C)COC(c2cc(Cl)ccc2C2(O)CCN(C(=O)OC(C)(C)C)CC2)=N1. Reaction SMILES: [Br:1][c:2]1[c:3]([C:9]2=[N:13][C:12]([CH3:14])([CH3:15])[CH2:11][O:10]2)[cH:4][c:5]([Cl:8])[cH:6][cH:7]1.[C:21]([CH3:22])([CH3:23])([CH3:24])[O:25][C:26](=[O:27])[N:28]1[CH2:29][CH2:30][C:31](=[O:34])[CH2:32][CH2:33]1.[CH2:16]([Li:17])[CH2:18][CH2:19][CH3:20].[O:35]1[CH2:36][CH2:37][CH2:38][CH2:39]1>>[c:2]1([C:31]2([OH:34])[CH2:30][CH2:29][N:28]([C:26]([O:25][C:21]([CH3:22])([CH3:23])[CH3:24])=[O:27])[CH2:33][CH2:32]2)[c:3]([C:9]2=[N:13][C:12]([CH3:14])([CH3:15])[CH2:11][O:10]2)[cH:4][c:5]([Cl:8])[cH:6][cH:7]1. Reactants: NC(C#N)(C(C)C)C (2-amino-2,3-dimethylbutyronitrile), N1=C2C(=O)OC(C2=CC=C1)=O (quinolinic anhydride), aminonitrile. Yield: 74.6%. The product is C(C)(C)C(C#N)(N1C(C2=NC=CC=C2C1=O)=O)C (5,7-Dihydro-α-isopropyl-α-methyl-5,7-dioxo-6H-pyrrolo[3,4-b]pyridine-6-acetonitrile). Reported procedure: To a stirred solution containing 212 g quinolinic anhydride in 950 ml methylene chloride is added at a moderate rate 167 g of 2-amino-2,3-dimethylbutyronitrile. The mixture had reached the boiling point of the solution after about one quarter of the aminonitrile had been added and the rate of addition is adjusted to maintain this temperature. After the addition the solution is heated under reflux for a further 4 hours. The solution is cooled, filtered and concentrated to a thick oil. This oil is... Run in C(Cl)Cl (methylene chloride). As a reaction SMILES: [N:1]1[CH:10]=[CH:9][CH:8]=[C:7]2[C:2]=1[C:3]([O:5][C:6]2=[O:11])=O.[NH2:12][C:13]([CH3:19])([CH:16]([CH3:18])[CH3:17])[C:14]#[N:15]>C(Cl)Cl>[CH:16]([C:13]([CH3:19])([N:12]1[C:6](=[O:11])[C:7]2[C:2](=[N:1][CH:10]=[CH:9][CH:8]=2)[C:3]1=[O:5])[C:14]#[N:15])([CH3:18])[CH3:17]. Reactants: [Al+3], CC(=O)Cl, CC1(C)CCC(C)(C)c2ccccc21, [Cl-], [Cl-], [Cl-], O=[N+]([O-])c1ccccc1. The product is CC(=O)c1ccc2c(c1)C(C)(C)CCC2(C)C. RXN SMILES: [Al+3:20].[CH3:15][C:16]([Cl:17])=[O:18].[CH3:1][C:2]1([CH3:14])[c:3]2[cH:4][cH:5][cH:6][cH:7][c:8]2[C:9]([CH3:12])([CH3:13])[CH2:10][CH2:11]1.[Cl-:19].[Cl-:21].[Cl-:22].[O-:23][N+:24]([c:25]1[cH:26][cH:27][cH:28][cH:29][cH:30]1)=[O:31]>>[CH3:1][C:2]1([CH3:14])[c:3]2[cH:4][cH:5][c:6]([C:16]([CH3:15])=[O:18])[cH:7][c:8]2[C:9]([CH3:12])([CH3:13])[CH2:10][CH2:11]1.